This data is from the Open Reaction Database (ORD), a public repository of structured organic reaction records. The task is: describe an organic reaction: reactants, conditions, products, and yield The reactants are C1CCOC1, COCN(Cc1ccccc1)C[Si](C)(C)C, O=C(O)C=Cc1ccc(F)c(F)c1, O=C(O)C(F)(F)F. Product: O=C(O)C1CN(Cc2ccccc2)CC1c1ccc(F)c(F)c1. Reaction SMILES: [CH2:37]1[O:38][CH2:39][CH2:40][CH2:41]1.[CH3:1][O:2][CH2:3][N:4]([CH2:5][Si:6]([CH3:7])([CH3:8])[CH3:9])[CH2:10][c:11]1[cH:12][cH:13][cH:14][cH:15][cH:16]1.[F:17][c:18]1[cH:19][c:20]([CH:25]=[CH:26][C:27](=[O:28])[OH:29])[cH:21][cH:22][c:23]1[F:24].[OH:30][C:31]([C:32]([F:33])([F:34])[F:35])=[O:36]>>[CH2:3]1[N:4]([CH2:10][c:11]2[cH:12][cH:13][cH:14][cH:15][cH:16]2)[CH2:5][CH:26]([C:27](=[O:28])[OH:29])[CH:25]1[c:20]1[cH:19][c:18]([F:17])[c:23]([F:24])[cH:22][cH:21]1.